This data is from the Open Reaction Database (ORD), a public repository of structured organic reaction records. The task is: describe an organic reaction: reactants, conditions, products, and yield Starting materials: CC(C)(C)OC(=O)N1CCCC(O)C(NC(=O)c2ccc(OC(C)(C)C)cc2)C1, CC(C)(C)Oc1ccc(C(=O)O)cc1, C1CCOC1, c1ccc(P(c2ccccc2)c2ccccc2)cc1. Yields the product CC(C)(C)OC(=O)N1CCCC(OC(=O)c2ccc(OC(C)(C)C)cc2)C(NC(=O)c2ccc(OC(C)(C)C)cc2)C1. Reaction SMILES: [C:1]([CH3:2])([CH3:3])([CH3:4])[O:5][c:6]1[cH:7][cH:8][c:9]([C:10](=[O:11])[NH:12][CH:13]2[CH2:14][N:15]([C:21](=[O:22])[O:23][C:24]([CH3:25])([CH3:26])[CH3:27])[CH2:16][CH2:17][CH2:18][CH:19]2[OH:20])[cH:28][cH:29]1.[C:30]([CH3:31])([CH3:32])([CH3:33])[O:34][c:35]1[cH:36][cH:37][c:38]([C:39](=[O:40])[OH:41])[cH:42][cH:43]1.[O:63]1[CH2:64][CH2:65][CH2:66][CH2:67]1.[c:44]1([P:45]([c:46]2[cH:47][cH:48][cH:49][cH:50][cH:51]2)[c:52]2[cH:53][cH:54][cH:55][cH:56][cH:57]2)[cH:58][cH:59][cH:60][cH:61][cH:62]1>>[C:1]([CH3:2])([CH3:3])([CH3:4])[O:5][c:6]1[cH:7][cH:8][c:9]([C:10](=[O:11])[NH:12][CH:13]2[CH2:14][N:15]([C:21](=[O:22])[O:23][C:24]([CH3:25])([CH3:26])[CH3:27])[CH2:16][CH2:17][CH2:18][CH:19]2[O:20][C:39]([c:38]2[cH:37][cH:36][c:35]([O:34][C:30]([CH3:31])([CH3:32])[CH3:33])[cH:43][cH:42]2)=[O:40])[cH:28][cH:29]1. Starting materials: CC=1C=C(N(C1)C1=CC=C(C=C1)S(N)(=O)=O)C1=CC=C(C=C1)SC (4-methyl-2-(4-methylthiophenyl)-1-(4-sulfamoylphenyl)pyrrole), ClC1=CC(=CC=C1)C(=O)OO (m-chloroperbenzoic acid). Solvent: C(Cl)(Cl)Cl (chloroform), C(Cl)(Cl)Cl (chloroform). Reaction conditions: time 1 hour. Product: CC=1C=C(N(C1)C1=CC=C(C=C1)S(N)(=O)=O)C1=CC=C(C=C1)S(=O)C (4-Methyl-2-(4-methylsulfinylphenyl)-1-(4-sulfamoylphenyl)pyrrole). Isolated yield 61.4%. RXN SMILES: [CH3:1][C:2]1[CH:3]=[C:4]([C:17]2[CH:22]=[CH:21][C:20]([S:23][CH3:24])=[CH:19][CH:18]=2)[N:5]([C:7]2[CH:12]=[CH:11][C:10]([S:13](=[O:16])(=[O:15])[NH2:14])=[CH:9][CH:8]=2)[CH:6]=1.ClC1C=CC=C(C(OO)=[O:33])C=1>C(Cl)(Cl)Cl>[CH3:1][C:2]1[CH:3]=[C:4]([C:17]2[CH:22]=[CH:21][C:20]([S:23]([CH3:24])=[O:33])=[CH:19][CH:18]=2)[N:5]([C:7]2[CH:12]=[CH:11][C:10]([S:13](=[O:16])(=[O:15])[NH2:14])=[CH:9][CH:8]=2)[CH:6]=1. Procedure: 0.35 g (1.0 mmol) of 4-methyl-2-(4-methylthiophenyl)-1-(4-sulfamoylphenyl)pyrrole (prepared as described in Example 66) was dissolved in 50 ml of chloroform, and 0.27 g (1.1 mmol) of 70% m-chloroperbenzoic acid was added to the resulting solution in several portions, whilst ice-cooling, after which the mixture was stirred for 1 hour, whilst ice-cooling. The reaction mixture was then diluted with chloroform and was washed with a 10% w/v aqueous solution of sodium thiosulfate and with a saturated ... The reactants are O=C(O)c1ccccc1Br, O=C(O)c1ccc2c(c1)OCO2, [Li]CCCC, C1CCOC1, [Cl-]. Product: O=C(O)c1ccccc1C(=O)c1ccc2c(c1)OCO2. Reaction SMILES: [Br:1][c:2]1[c:3]([C:4](=[O:5])[OH:6])[cH:7][cH:8][cH:9][cH:10]1.[C:17]([c:18]1[cH:19][c:20]2[c:24]([cH:25][cH:26]1)[O:23][CH2:22][O:21]2)(=[O:27])[OH:28].[CH2:11]([Li:12])[CH2:13][CH2:14][CH3:15].[CH2:29]1[O:30][CH2:31][CH2:32][CH2:33]1.[Cl-:16]>>[c:2]1([C:17]([c:18]2[cH:19][c:20]3[c:24]([cH:25][cH:26]2)[O:23][CH2:22][O:21]3)=[O:27])[c:3]([C:4](=[O:5])[OH:6])[cH:7][cH:8][cH:9][cH:10]1. Starting materials: C(C)(C)(C)OC(=O)N(C=1C=C(C(=O)C=2NC=CN2)C=CC1)CCCC=CCCCCCCCCCC ([N-(t-butyloxycarbonyl)-3-(4-pentadecenylamino)benzoyl]imidazole), [OH-].[Na+] (sodium hydroxide), NCC(CO)O (3-amino-1,2-propanediol). The solvent is C(Cl)(Cl)Cl (chloroform). Conditions: temperature 40 celsius, time 24 hour. The product is C(CCC=CCCCCCCCCCC)NC=1C=C(C(=O)NCC(CO)O)C=CC1 (N-[3-(4-pentadecenylamino)benzoyl]-2,3-dihydroxypropylamine). As a reaction SMILES: C(OC([N:8]([CH2:22][CH2:23][CH2:24][CH:25]=[CH:26][CH2:27][CH2:28][CH2:29][CH2:30][CH2:31][CH2:32][CH2:33][CH2:34][CH2:35][CH3:36])[C:9]1[CH:10]=[C:11]([CH:19]=[CH:20][CH:21]=1)[C:12](C1NC=CN=1)=[O:13])=O)(C)(C)C.[OH-].[Na+].[NH2:39][CH2:40][CH:41]([OH:44])[CH2:42][OH:43]>C(Cl)(Cl)Cl>[CH2:22]([NH:8][C:9]1[CH:10]=[C:11]([CH:19]=[CH:20][CH:21]=1)[C:12]([NH:39][CH2:40][CH:41]([OH:44])[CH2:42][OH:43])=[O:13])[CH2:23][CH2:24][CH:25]=[CH:26][CH2:27][CH2:28][CH2:29][CH2:30][CH2:31][CH2:32][CH2:33][CH2:34][CH2:35][CH3:36] |f:1.2|. Procedure: To a mixture containing 4.3 g. of [N-(t-butyloxycarbonyl)-3-(4-pentadecenylamino)benzoyl]imidazole, 50 ml. of chloroform, and 50 ml. of 5 N sodium hydroxide is added 1.1 g. of 3-amino-1,2-propanediol. The mixture is vigorously stirred for 24 hours, the layers are separated, and the chloroform solution is washed once with 50 ml. of 1 N sodium hydroxide. The solvent is evaporated and the residue is heated for 30 minutes at 40° C. in 50 ml. of anhydrous trifluoroacetic acid. The solvent is again ev... Reactants: C(#N)C=1C=C(C=NC1)C#CC=C1CCN(CC1)C(=O)OC(C)(C)C (tert-Butyl 4-[3-(5-cyanopyridin-3-yl)prop-2-ynylidene]piperidine-1-carboxylate), BrC(=C1CCN(CC1)C(=O)OC(C)(C)C)F (tert-Butyl 4-[bromo(fluoro)methylene]piperidine-1-carboxylate), C1(=CC=CC=C1)C#C (phenylacetylene), C(C#C)=C1CCN(CC1)C(=O)OC(C)(C)C (tert-Butyl 4-prop-2-ynylidenepiperidine-1-carboxyate). Yields the product FC(C#CC1=CC=CC=C1)=C1CCN(CC1)C(=O)OC(C)(C)C (tert-Butyl 4-(1-Fluoro-3-phenylprop-2-ynylidene)piperidine-1-carboxylate). Reaction SMILES: C(C1C=C(C#CC=C2CCN(C(OC(C)(C)C)=O)CC2)C=NC=1)#N.[C:25]1([C:31]#[CH:32])[CH:30]=[CH:29][CH:28]=[CH:27][CH:26]=1.C(=C1CCN(C(OC(C)(C)C)=O)CC1)C#C.Br[C:50]([F:64])=[C:51]1[CH2:56][CH2:55][N:54]([C:57]([O:59][C:60]([CH3:63])([CH3:62])[CH3:61])=[O:58])[CH2:53][CH2:52]1>>[F:64][C:50](=[C:51]1[CH2:56][CH2:55][N:54]([C:57]([O:59][C:60]([CH3:63])([CH3:62])[CH3:61])=[O:58])[CH2:53][CH2:52]1)[C:32]#[C:31][C:25]1[CH:30]=[CH:29][CH:28]=[CH:27][CH:26]=1. Procedure details: The title product was prepared following the procedure reported for the Compound of Example 45 but using phenylacetylene instead of instead of Compound 2b and Compound 66a instead of 5-bromonicotinonitrile. The residue coming from the usual work-up procedure was purified by flash chromatography (EtOAc—Petroleum Ether gradient from 5:95 to 10:90). The reactants are [BH4-], CO, CC(C)c1nc2c(n1Cc1ccc(Cl)c(Cl)c1)C(=O)CCC2, ClCCl, [Na+], O. Product: CC(C)c1nc2c(n1Cc1ccc(Cl)c(Cl)c1)C(O)CCC2. RXN SMILES: [BH4-:26].[CH3:29][OH:30].[Cl:1][c:2]1[cH:3][c:4]([CH2:9][n:10]2[c:11]([CH:20]([CH3:21])[CH3:22])[n:12][c:13]3[c:14]2[C:15](=[O:19])[CH2:16][CH2:17][CH2:18]3)[cH:5][cH:6][c:7]1[Cl:8].[Cl:23][CH2:24][Cl:25].[Na+:27].[OH2:28]>>[Cl:1][c:2]1[cH:3][c:4]([CH2:9][n:10]2[c:11]([CH:20]([CH3:21])[CH3:22])[n:12][c:13]3[c:14]2[CH:15]([OH:19])[CH2:16][CH2:17][CH2:18]3)[cH:5][cH:6][c:7]1[Cl:8]. Reactants: BrC1=CC=CC=C1 (Bromobenzene), [Mg] (magnesium), Cl (HCl), C1(=CC=CC=C1)[Mg]Br (phenyl magnesium bromide), ClC1=C(C(CCl)=O)C=CC(=C1)Cl (2,4-dichlorophenacyl chloride). The solvent is CCOCC (ether), CCOCC (ether), CCOCC (ether), CCOCC (ether). Reaction conditions: time 10 minute. Product: C1(=CC=CC=C1)C(CCl)(O)C1=C(C=C(C=C1)Cl)Cl (1-Phenyl-1-(2,4-dichlorophenyl)-2-chloroethanol). Yield: 92.8%. As a reaction SMILES: [Mg].Br[C:3]1[CH:8]=[CH:7][CH:6]=[CH:5][CH:4]=1.C1([Mg]Br)C=CC=CC=1.[Cl:17][C:18]1[CH:27]=[C:26]([Cl:28])[CH:25]=[CH:24][C:19]=1[C:20](=[O:23])[CH2:21][Cl:22].Cl>CCOCC>[C:3]1([C:20]([C:19]2[CH:24]=[CH:25][C:26]([Cl:28])=[CH:27][C:18]=2[Cl:17])([OH:23])[CH2:21][Cl:22])[CH:8]=[CH:7][CH:6]=[CH:5][CH:4]=1. Reported procedure: Into a 1 liter three-necked flask are placed 5.35 g (0.22 m) of magnesium turning and 50 ml of anhydrous ether. Bromobenzene (34.5 g, 0.22 m) in 100 ml of ether is then added dropwise under nitrogen. When the reaction started, the rate of addition is controlled so that ether remained refluxing gently. After the addition, the mixture is stirred for 10 minutes at room temperature and then cooled to 10° with an ice bath. To this phenyl magnesium bromide solution is added 44.7 g (0.2 m) of 2,4-dichl... Reactants: C(CCC)C1=NC2=C(N1CC1=CC=C(C=C1)C=1C(=CC=CC1)C(=O)OCC)C=CC(=C2)N(C(=O)C)NC(=O)OC(C)(C)C (ethyl 4'-[(2-n-butyl-5-(tert.butoxycarbonylaminoacetamino)-benzimidazol-1-yl)-methyl]biphenyl-2-carboxylate), [OH-].[Na+] (sodium hydroxide). The product is C(CCC)C1=NC2=C(N1CC1=CC=C(C=C1)C=1C(=CC=CC1)C(=O)O)C=CC(=C2)N(C(=O)C)NC(=O)OC(C)(C)C (4'-[(2-n-Butyl-5-(tert.butoxycarbonylaminoacetamino)-benzimidazol-1-yl)-methyl]biphenyl-2-carboxylic acid). RXN SMILES: [CH2:1]([C:5]1[N:9]([CH2:10][C:11]2[CH:16]=[CH:15][C:14]([C:17]3[C:18]([C:23]([O:25]CC)=[O:24])=[CH:19][CH:20]=[CH:21][CH:22]=3)=[CH:13][CH:12]=2)[C:8]2[CH:28]=[CH:29][C:30]([N:32]([NH:36][C:37]([O:39][C:40]([CH3:43])([CH3:42])[CH3:41])=[O:38])[C:33]([CH3:35])=[O:34])=[CH:31][C:7]=2[N:6]=1)[CH2:2][CH2:3][CH3:4].[OH-].[Na+]>>[CH2:1]([C:5]1[N:9]([CH2:10][C:11]2[CH:12]=[CH:13][C:14]([C:17]3[C:18]([C:23]([OH:25])=[O:24])=[CH:19][CH:20]=[CH:21][CH:22]=3)=[CH:15][CH:16]=2)[C:8]2[CH:28]=[CH:29][C:30]([N:32]([NH:36][C:37]([O:39][C:40]([CH3:41])([CH3:43])[CH3:42])=[O:38])[C:33]([CH3:35])=[O:34])=[CH:31][C:7]=2[N:6]=1)[CH2:2][CH2:3][CH3:4] |f:1.2|. Reported procedure: Prepared in analogous manner to Example 72 from ethyl 4'-[(2-n-butyl-5-(tert.butoxycarbonylaminoacetamino)-benzimidazol-1-yl)-methyl]biphenyl-2-carboxylate and 2N sodium hydroxide.